From a dataset of the Open Reaction Database (ORD), a public repository of structured organic reaction records. describe an organic reaction: reactants, conditions, products, and yield The reactants are CC1=C(C(=NO1)C1=NC=CC=C1)COC=1C=CC(=NC1)C(=O)O (5-(5-methyl-3-pyridin-2-yl-isoxazol-4-ylmethoxy)-pyridine-2-carboxylic acid), CC(C(F)(F)F)N (L-2,2,2-trifluoro-1-(methyl)ethylamine). Product: FC([C@H](C)NC(=O)C1=NC=C(C=C1)OCC=1C(=NOC1C)C1=NC=CC=C1)(F)F (5-(5-Methyl-3-pyridin-2-yl-isoxazol-4-ylmethoxy)-pyridine-2-carboxylic acid ((S)-2,2,2-trifluoro-1-methyl-ethyl)-amide). Yield: 70.0%. Reaction SMILES: [CH3:1][C:2]1[O:6][N:5]=[C:4]([C:7]2[CH:12]=[CH:11][CH:10]=[CH:9][N:8]=2)[C:3]=1[CH2:13][O:14][C:15]1[CH:16]=[CH:17][C:18]([C:21]([OH:23])=O)=[N:19][CH:20]=1.[CH3:24][CH:25]([NH2:30])[C:26]([F:29])([F:28])[F:27]>>[F:27][C:26]([F:29])([F:28])[C@@H:25]([NH:30][C:21]([C:18]1[CH:17]=[CH:16][C:15]([O:14][CH2:13][C:3]2[C:4]([C:7]3[CH:12]=[CH:11][CH:10]=[CH:9][N:8]=3)=[N:5][O:6][C:2]=2[CH3:1])=[CH:20][N:19]=1)=[O:23])[CH3:24]. Reported procedure: As described for example 7, 5-(5-methyl-3-pyridin-2-yl-isoxazol-4-ylmethoxy)-pyridine-2-carboxylic acid (100 mg, 0.32 mmol) was converted, using L-2,2,2-trifluoro-1-(methyl)ethylamine instead of isopropylamine, to the title compound (92 mg, 70%), which was obtained as a white solid. MS: m/e=407.2 [M+H]+. Solvent: O (water), Cl (HCl), Cl (HCl). Yields the product ClC=1C=CC(=C(C1)NN)OC ((5-chloro-2-methoxyphenyl)hydrazine). RXN SMILES: [Cl:1][C:2]1[CH:3]=[CH:4][C:5]([O:9][CH3:10])=[C:6]([CH:8]=1)[NH2:7].[N:11]([O-])=O.[Na+].Cl[Sn]Cl>Cl.O>[Cl:1][C:2]1[CH:3]=[CH:4][C:5]([O:9][CH3:10])=[C:6]([NH:7][NH2:11])[CH:8]=1 |f:1.2|. Reported procedure: To a stirred suspension of 5-chloro-2-methoxyaniline (20.0 g, 126.98 mmol, 1.0 eq) in conc. HCl (250 mL) was added a solution NaNO2 (10.5 g, 152.38 mmol, 1.2 eq) in water (40 mL) dropwise at −5-0° C. until reaction mixture formed a clear solution. The reaction mixture was added dropwise to a stirred solution of SnCl2 (52.90 g, 279.36 mmol, 2.2 eq) in conc. HCl (250 mL) at −5° C. for 30 min. The solid precipitate obtained was filtered out and washed with excess of ice cold water to get (5-chloro-... Reactants: N(=O)[O-].[Na+] (NaNO2), Cl[Sn]Cl (SnCl2), ClC=1C=CC(=C(N)C1)OC (5-chloro-2-methoxyaniline). The yield is 115.4%. The reactants are CN(C=O)C (N,N-dimethylformamide), BrC=1C=CC=2N(C1)C(=NN2)C(C)C (6-bromo-3-isopropyl-[1,2,4]triazolo[4,3-a]pyridine), C(C)(C)[Mg]Cl (isopropylmagnesium chloride). Solvent: O1CCCC1 (tetrahydrofuran), O1CCCC1 (tetrahydrofuran). Conditions: temperature 50 celsius, time 10 minute. The product is C(C)(C)C1=NN=C2N1C=C(C=C2)C=O (3-isopropyl-[1,2,4]triazolo[4,3-a]pyridine-6-carbaldehyde). RXN SMILES: Br[C:2]1[CH:3]=[CH:4][C:5]2[N:6]([C:8]([CH:11]([CH3:13])[CH3:12])=[N:9][N:10]=2)[CH:7]=1.C([Mg]Cl)(C)C.CN(C)[CH:21]=[O:22]>O1CCCC1>[CH:11]([C:8]1[N:6]2[CH:7]=[C:2]([CH:21]=[O:22])[CH:3]=[CH:4][C:5]2=[N:10][N:9]=1)([CH3:13])[CH3:12]. Procedure: To a stirred, cold (0° C.), dark brown solution of 0.48 g of 6-bromo-3-isopropyl-[1,2,4]triazolo[4,3-a]pyridine in 5 mL of tetrahydrofuran was added slowly 1.3 mL of 2 M isopropylmagnesium chloride in tetrahydrofuran. After 30 minutes N,N-dimethylformamide was added; the ice bath was removed, and the mixture was heated to 50° C. for 150 minutes. The mixture was cooled to 22° C., diluted with 1 M hydrochloric acid, and stirred for 10 minutes. The mixture was made basic with saturated aqueous sodi... Starting materials: CCOCCO, COc1cccc2c(Cl)c(C#N)cnc12, Cl, Nc1ccc2cn[nH]c2c1, c1ccncc1. Yields the product COc1cccc2c(Nc3ccc4cn[nH]c4c3)c(C#N)cnc12. Reaction SMILES: [CH3:33][CH2:34][O:35][CH2:36][CH2:37][OH:38].[Cl:1][c:2]1[c:3]([C:14]#[N:15])[cH:4][n:5][c:6]2[c:7]([O:12][CH3:13])[cH:8][cH:9][cH:10][c:11]12.[ClH:26].[NH2:16][c:17]1[cH:18][cH:19][c:20]2[cH:21][n:22][nH:23][c:24]2[cH:25]1.[n:27]1[cH:28][cH:29][cH:30][cH:31][cH:32]1>>[c:2]1([NH:16][c:17]2[cH:18][cH:19][c:20]3[cH:21][n:22][nH:23][c:24]3[cH:25]2)[c:3]([C:14]#[N:15])[cH:4][n:5][c:6]2[c:7]([O:12][CH3:13])[cH:8][cH:9][cH:10][c:11]12. Reactants: N1(CCNCC1)C=1C=CC=2N(N1)C(=NN2)C(F)(F)F (6-(piperazin-1-yl)-3-(trifluoromethyl)-[1,2,4]triazolo[4,3-b]pyridazine), CN1C(=CC=C1)C=O (1-methylpyrrole-2-carbaldehyde). Product: CN1C(=CC=C1)CN1CCN(CC1)C=1C=CC=2N(N1)C(=NN2)C(F)(F)F (6-[4-[(1-methylpyrrol-2-yl)methyl]piperazin-1-yl]-3-(trifluoromethyl)-[1,2,4]triazolo[4,3-b]pyridazine). As a reaction SMILES: [N:1]1([C:7]2[CH:8]=[CH:9][C:10]3[N:11]([C:13]([C:16]([F:19])([F:18])[F:17])=[N:14][N:15]=3)[N:12]=2)[CH2:6][CH2:5][NH:4][CH2:3][CH2:2]1.[CH3:20][N:21]1[CH:25]=[CH:24][CH:23]=[C:22]1[CH:26]=O>>[CH3:20][N:21]1[CH:25]=[CH:24][CH:23]=[C:22]1[CH2:26][N:4]1[CH2:3][CH2:2][N:1]([C:7]2[CH:8]=[CH:9][C:10]3[N:11]([C:13]([C:16]([F:17])([F:18])[F:19])=[N:14][N:15]=3)[N:12]=2)[CH2:6][CH2:5]1. Procedure details: Reductive amination of 6-(piperazin-1-yl)-3-(trifluoromethyl)-[1,2,4]triazolo[4,3-b]pyridazine with 1-methylpyrrole-2-carbaldehyde was carried out according to General Synthetic Method 5. The crude product was purified by hplc using a Waters XBridge Prep C18 OBD column (5μ silica, 19 mm diameter, 100 mm length) eluted with decreasingly polar mixtures of water (containing 1% aqueous ammonia) and acetonitrile as eluents to give 6-[4-[(1-methylpyrrol-2-yl)methyl]piperazin-1-yl]-3-(trifluoromethyl)-... Starting materials: CO, CC(C)Oc1ccccc1[N+](=O)[O-]. Yields the product CC(C)Oc1ccccc1N. As a reaction SMILES: [CH3:14][OH:15].[CH:1]([CH3:2])([CH3:3])[O:4][c:5]1[c:6]([N+:11]([O-:12])=[O:13])[cH:7][cH:8][cH:9][cH:10]1>>[CH:1]([CH3:2])([CH3:3])[O:4][c:5]1[c:6]([NH2:11])[cH:7][cH:8][cH:9][cH:10]1.